From a dataset of the Open Reaction Database (ORD), a public repository of structured organic reaction records. describe an organic reaction: reactants, conditions, products, and yield The yield is 53.2%. Reaction SMILES: Cl[C:2]1[C:7]([CH2:8][CH2:9][CH2:10][CH2:11][CH2:12][CH2:13][CH2:14][CH3:15])=[CH:6][CH:5]=[C:4]([C:16]2[CH:21]=[CH:20][C:19]([O:22][CH2:23][CH2:24][CH2:25][CH2:26][CH2:27][CH2:28][CH2:29][CH3:30])=[CH:18][CH:17]=2)[N:3]=1.[F-:31].[K+].[F-].[Na+].C1OCCOCCOCCOCCOCCOC1>CCOCC.O>[F:31][C:2]1[C:7]([CH2:8][CH2:9][CH2:10][CH2:11][CH2:12][CH2:13][CH2:14][CH3:15])=[CH:6][CH:5]=[C:4]([C:16]2[CH:21]=[CH:20][C:19]([O:22][CH2:23][CH2:24][CH2:25][CH2:26][CH2:27][CH2:28][CH2:29][CH3:30])=[CH:18][CH:17]=2)[N:3]=1 |f:1.2,3.4,6.7|. Reactants: ClC1=NC(=CC=C1CCCCCCCC)C1=CC=C(C=C1)OCCCCCCCC (2-chloro-3-octyl-6-(4-octyloxyphenyl)pyridine), [F-].[K+] (potassium fluoride), [F-].[Na+] (sodium fluoride), C1COCCOCCOCCOCCOCCO1 (18-crown-6). Product: FC1=NC(=CC=C1CCCCCCCC)C1=CC=C(C=C1)OCCCCCCCC (2-fluoro-3-octyl-6- (4-octyloxyphenyl ) pyridine). Reported procedure: 0.20 g (0.5 mmol) of 2-chloro-3-octyl-6-(4-octyloxyphenyl)pyridine is heated together with 0.5 g of potassium fluoride, 0.5 g sodium fluoride and 0.02 g of 18-crown-6 in a sealed tube at 200° C. for 18 hours. The reaction mixture is taken up in ether/water, the organic phase is washed with water, dried over sodium sulfate, filtered, the solvent is distilled off, the residue is purified by chromatography (silica gel, 8:2 hexane/ethyl acetate) and recrystallized from acetonitrile, giving 0.11 g of... The solvent is CCOCC.O (ether water). Starting materials: C(C1=CC=CC=C1)OC=1C=C(C=2OC3=CC(=CC=C3C(C2)=O)O)C=CC1OCC1=CC=CC=C1 (3′,4′-dibenzyloxy-7-hydroxy-flavone), C(C1=CC=CC=C1)OC=1C=C(C=2OC3=CC(=CC=C3C(C2)=O)O)C=CC1OCC1=CC=CC=C1 (3′,4′-Dibenzyloxy-7-hydroxy-flavone), [H-].[Na+] (sodium hydride), C(Cl)C1CO1 (epichlorohydrin). Run in CN(C=O)C (dimethyl formamide). Yields the product C(C1=CC=CC=C1)OC=1C=C(C=2OC3=CC(=CC=C3C(C2)=O)OCC2CO2)C=CC1OCC1=CC=CC=C1 (3′,4′-Dibenzyloxy-7-(2,3-epoxy-propoxy)-flavone). RXN SMILES: [CH2:1]([O:8][C:9]1[CH:10]=[C:11]([CH:24]=[CH:25][C:26]=1[O:27][CH2:28][C:29]1[CH:34]=[CH:33][CH:32]=[CH:31][CH:30]=1)[C:12]1[O:13][C:14]2[C:19]([C:20](=[O:22])[CH:21]=1)=[CH:18][CH:17]=[C:16]([OH:23])[CH:15]=2)[C:2]1[CH:7]=[CH:6][CH:5]=[CH:4][CH:3]=1.[H-].[Na+].[CH2:37]([CH:39]1[O:41][CH2:40]1)Cl>CN(C)C=O>[CH2:1]([O:8][C:9]1[CH:10]=[C:11]([CH:24]=[CH:25][C:26]=1[O:27][CH2:28][C:29]1[CH:34]=[CH:33][CH:32]=[CH:31][CH:30]=1)[C:12]1[O:13][C:14]2[C:19]([C:20](=[O:22])[CH:21]=1)=[CH:18][CH:17]=[C:16]([O:23][CH2:37][CH:39]1[O:41][CH2:40]1)[CH:15]=2)[C:2]1[CH:3]=[CH:4][CH:5]=[CH:6][CH:7]=1 |f:1.2|. Reported procedure: Reaction of 3′,4′-dibenzyloxy-7-hydroxy-flavone, 23 (10 g, 22.2 mmol), 50% sodium hydride (3 g, 125 mmol) and epichlorohydrin (6.9 mL, 88 mmol) in dry dimethyl formamide (160 mL) using identical procedure as described for 28 furnished 29. Yield 9.7 g (86%); mp 168-170° C.; MS (FAB) 507 (M++1); IR (KBr) 1639; 1H NMR (200 MHz, CDCl3) δ 8.12 (d, J=8.7 Hz, 1H), 7.50-7.32 (m, 12H), 7.04-6.93 (m, 3H), 6.61 (s, 1H), 5.24 (s, 4H), 4.38 (dd, J=11.1 Hz, 2.9 Hz, 1H), 4.05 (dd, J=11.1 Hz, 5.8 Hz, 1H), 3.42-... Starting materials: NC1=NNC=C1C1=CC=C(C=C1)C(C)(C)C1=CC=CC=C1 (3-amino-4-[4-(2-phenylpropan-2-yl) phenyl]pyrazole), C(C)OC=C(C(=O)OCC)C(=O)OCC (diethyl ethoxymethylenemalonate), C[O-].[Na+] (sodium methoxide). Solvent: C(C)O (ethanol). Run at time 1 day. The product is C(C)OC(=O)C=1C=NC=2N(C1O)N=CC2C2=CC=C(C=C2)C(C)(C)C2=CC=CC=C2 (6-ethoxycarbonyl-7-hydroxy-3-[4-(2-phenylpropan-2-yl) phenyl]pyrazolo[1,5-a]pyrimidine). Yield: 94.6%. As a reaction SMILES: [NH2:1][C:2]1[C:6]([C:7]2[CH:12]=[CH:11][C:10]([C:13]([C:16]3[CH:21]=[CH:20][CH:19]=[CH:18][CH:17]=3)([CH3:15])[CH3:14])=[CH:9][CH:8]=2)=[CH:5][NH:4][N:3]=1.C([O:24][CH:25]=[C:26]([C:32](OCC)=O)[C:27]([O:29][CH2:30][CH3:31])=[O:28])C.C[O-].[Na+]>C(O)C>[CH2:30]([O:29][C:27]([C:26]1[CH:32]=[N:1][C:2]2[N:3]([N:4]=[CH:5][C:6]=2[C:7]2[CH:8]=[CH:9][C:10]([C:13]([C:16]3[CH:17]=[CH:18][CH:19]=[CH:20][CH:21]=3)([CH3:15])[CH3:14])=[CH:11][CH:12]=2)[C:25]=1[OH:24])=[O:28])[CH3:31] |f:2.3|. Procedure details: To a suspention of 3-amino-4-[4-(2-phenylpropan-2-yl) phenyl]pyrazole (920 mg) in ethanol (10 ml) was added diethyl ethoxymethylenemalonate (1.34 ml), and the mixture was heated and refluxed for 3 days. To the mixture was added sodium methoxide (540 mg) under ice-cooling, and the mixture was stirred for 1 day. Ethanol was distilled away under reduced pressure, and thereto was added water (50 ml) under ice-cooling. The mixture was adjusted to acid with 10% hydrochloric acid, and the precipitate w...